From a dataset of the Open Reaction Database (ORD), a public repository of structured organic reaction records. describe an organic reaction: reactants, conditions, products, and yield Starting materials: Tetrapropylammonium perruthenate(VII), C[N+]1(CCOCC1)[O-] (methylmorpholine N-oxide), C1(=CC=CC=C1)CCCCO (4-phenyl-1-butanol). The solvent is C(C)#N (acetonitrile). Reaction conditions: time 16 hour. Product: C1(=CC=CC=C1)CCCC=O (4-phenyl-1-butanal). Yield: 13.0%. As a reaction SMILES: C[N+]1([O-])CCOCC1.[C:9]1([CH2:15][CH2:16][CH2:17][CH2:18][OH:19])[CH:14]=[CH:13][CH:12]=[CH:11][CH:10]=1>C(#N)C>[C:9]1([CH2:15][CH2:16][CH2:17][CH:18]=[O:19])[CH:14]=[CH:13][CH:12]=[CH:11][CH:10]=1. Procedure: Tetrapropylammonium perruthenate(VII) (117 mg, 0.33 mmol, 0.1 equiv.) was added to a solution of 4 methylmorpholine N-oxide (580 mg, 5.00 mmol, 1.5 equiv.) and 4-phenyl-1-butanol (500 mg, 3.33 mmol, 1.0 equiv.) in acetonitrile (30 mL). The reaction mixture was stirred for 16 hours at room temperature then filtered through celite® then through a pad of silica (5 g) which was washed with acetonitrile (20 ml). The solvent was evaporated and the crude product purified by flash column chromatography ... Starting materials: COCC1=CC=C(C=C1)NS(=O)(=O)C1=CC(=C(C=C1)OC)N1CCN(CC1)C(C(F)(F)F)=O (N-(4-methoxymethyl-phenyl)-4-methoxy-3-[4-(2,2,2-trifluoro-acetyl)piperazin-1-yl]-benzenesulfonamide), [OH-].[Na+] (sodium hydroxide). The product is FC(C(=O)O)(F)F.COCC1=CC=C(C=C1)NS(=O)(=O)C1=CC(=C(C=C1)OC)N1CCNCC1 (N-(4-Methoxymethyl-phenyl)-4-methoxy-3-piperazin-1-yl-benzenesulfonamide trifluoroacetate). RXN SMILES: [CH3:1][O:2][CH2:3][C:4]1[CH:9]=[CH:8][C:7]([NH:10][S:11]([C:14]2[CH:19]=[CH:18][C:17]([O:20][CH3:21])=[C:16]([N:22]3[CH2:27][CH2:26][N:25]([C:28](=[O:33])[C:29]([F:32])([F:31])[F:30])[CH2:24][CH2:23]3)[CH:15]=2)(=[O:13])=[O:12])=[CH:6][CH:5]=1.[OH-:34].[Na+]>>[F:30][C:29]([F:32])([F:31])[C:28]([OH:33])=[O:34].[CH3:1][O:2][CH2:3][C:4]1[CH:9]=[CH:8][C:7]([NH:10][S:11]([C:14]2[CH:19]=[CH:18][C:17]([O:20][CH3:21])=[C:16]([N:22]3[CH2:23][CH2:24][NH:25][CH2:26][CH2:27]3)[CH:15]=2)(=[O:12])=[O:13])=[CH:6][CH:5]=1 |f:1.2,3.4|. Procedure details: The product was obtained as described in Example 1 by reaction of N-(4-methoxymethyl-phenyl)-4-methoxy-3-[4-(2,2,2-trifluoro-acetyl)piperazin-1-yl]-benzenesulfonamide with aqueous sodium hydroxide. Reactants: C(C)OC(=O)C=1C2=C(C=NC1)C(=CS2)COC2=CC(=CC=C2)NC(C2=CC(=CC=C2)Cl)=O (3-[3-(3-chloro-benzoylamino)-phenoxymethyl]-thieno[3,2-c]pyridine-7-carboxylic acid ethyl ester), C(O)CN (ethanolamine). Solvent: CS(=O)C (methyl sulfoxide). Run at temperature 135 celsius. Product: OCCNC(=O)C=1C2=C(C=NC1)C(=CS2)COC2=CC(=CC=C2)NC(C2=CC(=CC=C2)Cl)=O (3-[3-(3-chloro-benzoylamino)-phenoxymethyl]-thieno[3,2-c]pyridine-7-carboxylic acid (2-hydroxy-ethyl)-amide). As a reaction SMILES: C(O[C:4]([C:6]1[C:7]2[S:14][CH:13]=[C:12]([CH2:15][O:16][C:17]3[CH:22]=[CH:21][CH:20]=[C:19]([NH:23][C:24](=[O:32])[C:25]4[CH:30]=[CH:29][CH:28]=[C:27]([Cl:31])[CH:26]=4)[CH:18]=3)[C:8]=2[CH:9]=[N:10][CH:11]=1)=[O:5])C.[CH2:33]([CH2:35][NH2:36])[OH:34]>CS(C)=O>[OH:34][CH2:33][CH2:35][NH:36][C:4]([C:6]1[C:7]2[S:14][CH:13]=[C:12]([CH2:15][O:16][C:17]3[CH:22]=[CH:21][CH:20]=[C:19]([NH:23][C:24](=[O:32])[C:25]4[CH:30]=[CH:29][CH:28]=[C:27]([Cl:31])[CH:26]=4)[CH:18]=3)[C:8]=2[CH:9]=[N:10][CH:11]=1)=[O:5]. Procedure details: A suspension of 3-[3-(3-chloro-benzoylamino)-phenoxymethyl]-thieno[3,2-c]pyridine-7-carboxylic acid ethyl ester (34.0 mg, 0.073 mmol) (from Example 10 supra) in methyl sulfoxide (1 mL) and ethanolamine (3 mL) (Aldrich) was heated at 135° C. for 2 hours in a microwave reactor. The solvent was removed in vacuum and the residue was treated with MeOH (2 mL). The resulting white precipitate was filtered, washed with cold MeOH and dried to give 3-[3-(3-chloro-benzoylamino)-phenoxymethyl]-thieno[3,2-c]... Starting materials: COC1=C2CCC(C(C2=CC=C1)=O)C(=O)OC (methyl [5-methoxy-1-oxo-1,2,3,4-tetrahydro-2-naphthyl]formate), CC1(C2CCC1(C(=O)C2)CS(=O)(=O)O)C (D-10-camphorsulfonic acid), RuCl2 (S)-binap, C(C)(=O)OCC (ethyl acetate). Run in CO (methanol). Product: O[C@@H]1[C@H](CCC2=C(C=CC=C12)OC)C(=O)OC ((1R,2S)-methyl [1-hydroxy-5-methoxy-1,2,3,4-tetrahydro-2-naphthyl]formate). The yield is 98.0%. As a reaction SMILES: [CH3:1][O:2][C:3]1[CH:12]=[CH:11][CH:10]=[C:9]2[C:4]=1[CH2:5][CH2:6][CH:7]([C:14]([O:16][CH3:17])=[O:15])[C:8]2=[O:13].CC1(C)C2(CS(O)(=O)=O)C(CC1CC2)=O.C(OCC)(=O)C>CO>[OH:13][C@H:8]1[C:9]2[C:4](=[C:3]([O:2][CH3:1])[CH:12]=[CH:11][CH:10]=2)[CH2:5][CH2:6][C@@H:7]1[C:14]([O:16][CH3:17])=[O:15]. Procedure: A solution of methyl [5-methoxy-1-oxo-1,2,3,4-tetrahydro-2-naphthyl]formate (2.50 g), D-10-camphorsulfonic acid (124 mg), [RuCl2 (S)-binap]2NEt3 (90 mg) [cf. Tetrahedron Letters, Vol. 35, No. 26,pp 4559-4562, 1994], ethyl acetate (23.8 ml) and methanol (1.25 ml) was stirred under hydrogen (90 atm) at 50° C. for 40 hours. The reaction mixture was evaporated in vacuo and the residue was purified by silica gel column chromatography (n-hexane:ethyl acetate=4:1) to give (1R,2S)-methyl [1-hydroxy-5-me... The product is FC=1C=C(C=CC1)C=1C=C(C=C(C1)C)CNC=1C(=C(OCC(=O)OC(C)C)C=CC1C)C (Isopropyl 2-[3-[[3-(3-fluorophenyl)-5-methyl-phenyl]methylamino]-2,4-dimethyl-phenoxy]acetate). As a reaction SMILES: [F:1][C:2]1[CH:3]=[C:4]([C:8]2[CH:9]=[C:10]([CH2:15][NH:16][C:17]3[C:18]([CH3:25])=[C:19]([OH:24])[CH:20]=[CH:21][C:22]=3[CH3:23])[CH:11]=[C:12]([CH3:14])[CH:13]=2)[CH:5]=[CH:6][CH:7]=1.C([O-])([O-])=O.[Cs+].[Cs+].Br[CH2:33][C:34]([O:36][CH:37]([CH3:39])[CH3:38])=[O:35].O>CN(C=O)C>[F:1][C:2]1[CH:3]=[C:4]([C:8]2[CH:9]=[C:10]([CH2:15][NH:16][C:17]3[C:18]([CH3:25])=[C:19]([CH:20]=[CH:21][C:22]=3[CH3:23])[O:24][CH2:33][C:34]([O:36][CH:37]([CH3:39])[CH3:38])=[O:35])[CH:11]=[C:12]([CH3:14])[CH:13]=2)[CH:5]=[CH:6][CH:7]=1 |f:1.2.3|. Procedure details: To a solution of 3-[[3-(3-fluorophenyl)-5-methyl-phenyl]methylamino]-2,4-dimethyl-phenol (168 mg, 0.50 mmol, 1.0 eq) in DMF (10 mL) was added Cs2CO3 (245 mg, 0.75 mmol, 1.5 eq). The reaction mixture was stirred at room temperature for 30 min then isopropyl bromoacetate (109 mg, 0.6 mmol, 1.2 eq) was added. The reaction mixture was stirred at room temperature for a further 1 h then poured into water and extracted with EtOAc. The combined organic extracts were washed with water and brine, dried (N... Reaction conditions: time 30 minute. Isolated yield 69.3%. Reactants: FC=1C=C(C=CC1)C=1C=C(C=C(C1)C)CNC=1C(=C(C=CC1C)O)C (3-[[3-(3-fluorophenyl)-5-methyl-phenyl]methylamino]-2,4-dimethyl-phenol), C(=O)([O-])[O-].[Cs+].[Cs+] (Cs2CO3), O (water), BrCC(=O)OC(C)C (isopropyl bromoacetate). The solvent is CN(C)C=O (DMF).